From a dataset of the Open Reaction Database (ORD), a public repository of structured organic reaction records. describe an organic reaction: reactants, conditions, products, and yield The reactants are COc1c(F)cnc(CO[Si](C)(C)C(C)(C)C)c1C, CCCC[N+](CCCC)(CCCC)CCCC, ClCCl, [F-], C1CCOC1. The product is COc1c(F)cnc(CO)c1C. As a reaction SMILES: [C:24]([Si:25]([CH3:26])([CH3:27])[O:29][CH2:30][c:31]1[n:32][cH:33][c:34]([F:40])[c:35]([O:38][CH3:39])[c:36]1[CH3:37])([CH3:28])([CH3:41])[CH3:42].[CH3:2][CH2:3][CH2:4][CH2:5][N+:6]([CH2:7][CH2:8][CH2:9][CH3:10])([CH2:11][CH2:12][CH2:13][CH3:14])[CH2:15][CH2:16][CH2:17][CH3:18].[Cl:43][CH2:44][Cl:45].[F-:1].[O:19]1[CH2:20][CH2:21][CH2:22][CH2:23]1>>[OH:29][CH2:30][c:31]1[n:32][cH:33][c:34]([F:40])[c:35]([O:38][CH3:39])[c:36]1[CH3:37]. Procedure details: Ethyl acetoacetate (27.61 g, 0.21 mol) was dissolved in ethanol (100 ml) which was cooled in an ice-water bath, and sodium ethoxide (15.59 g, 0.22 mol) was added. 4-Vinylbenzyl chloride (33.92 g, 0.2 mole) was added. The mixture was refluxed for 16 hours, then the resulting slurry was filtered to remove any salt, and the solution collected. The solvent was removed under reduced pressure to give ethyl 2-(4-vinylbenzyl)-3-oxobutanoate in the form of a light red liquid (49 g) in 95% yield. Reaction SMILES: [C:1]([O:7][CH2:8][CH3:9])(=[O:6])[CH2:2][C:3]([CH3:5])=[O:4].[O-]CC.[Na+].[CH:14]([C:16]1[CH:23]=[CH:22][C:19]([CH2:20]Cl)=[CH:18][CH:17]=1)=[CH2:15]>C(O)C>[CH:14]([C:16]1[CH:23]=[CH:22][C:19]([CH2:20][CH:2]([C:3](=[O:4])[CH3:5])[C:1]([O:7][CH2:8][CH3:9])=[O:6])=[CH:18][CH:17]=1)=[CH2:15] |f:1.2|. Run in C(C)O (ethanol). Reactants: C(CC(=O)C)(=O)OCC (Ethyl acetoacetate), C(=C)C1=CC=C(CCl)C=C1 (4-Vinylbenzyl chloride), [O-]CC.[Na+] (sodium ethoxide). The yield is 95.0%. Product: C(=C)C1=CC=C(CC(C(=O)OCC)C(C)=O)C=C1 (ethyl 2-(4-vinylbenzyl)-3-oxobutanoate), liquid. Reactants: CC#N, COc1ccc(B(O)O)cc1, CC(C)(C)OC(=O)N1CCC(F)(CNc2cc(Cl)ncc2I)CC1, [Na+], [Na+], O=C([O-])[O-], [Pd], c1ccc(P(c2ccccc2)c2ccccc2)cc1, c1ccc(P(c2ccccc2)c2ccccc2)cc1, c1ccc(P(c2ccccc2)c2ccccc2)cc1, c1ccc(P(c2ccccc2)c2ccccc2)cc1. Yields the product COc1ccc(-c2cnc(Cl)cc2NCC2(F)CCN(C(=O)OC(C)(C)C)CC2)cc1. As a reaction SMILES: [CH3:119][C:120]#[N:121].[CH3:31][O:32][c:33]1[cH:34][cH:35][c:36]([B:39]([OH:40])[OH:41])[cH:37][cH:38]1.[Cl:7][c:8]1[n:9][cH:10][c:11]([I:30])[c:12]([NH:14][CH2:15][C:16]2([F:29])[CH2:17][CH2:18][N:19]([C:22](=[O:23])[O:24][C:25]([CH3:26])([CH3:27])[CH3:28])[CH2:20][CH2:21]2)[cH:13]1.[Na+:1].[Na+:2].[O-:3][C:4](=[O:5])[O-:6].[Pd:42].[c:100]1([P:101]([c:102]2[cH:103][cH:104][cH:105][cH:106][cH:107]2)[c:108]2[cH:109][cH:110][cH:111][cH:112][cH:113]2)[cH:114][cH:115][cH:116][cH:117][cH:118]1.[c:43]1([P:44]([c:45]2[cH:46][cH:47][cH:48][cH:49][cH:50]2)[c:51]2[cH:52][cH:53][cH:54][cH:55][cH:56]2)[cH:57][cH:58][cH:59][cH:60][cH:61]1.[c:62]1([P:63]([c:64]2[cH:65][cH:66][cH:67][cH:68][cH:69]2)[c:70]2[cH:71][cH:72][cH:73][cH:74][cH:75]2)[cH:76][cH:77][cH:78][cH:79][cH:80]1.[c:81]1([P:82]([c:83]2[cH:84][cH:85][cH:86][cH:87][cH:88]2)[c:89]2[cH:90][cH:91][cH:92][cH:93][cH:94]2)[cH:95][cH:96][cH:97][cH:98][cH:99]1>>[Cl:7][c:8]1[n:9][cH:10][c:11](-[c:36]2[cH:35][cH:34][c:33]([O:32][CH3:31])[cH:38][cH:37]2)[c:12]([NH:14][CH2:15][C:16]2([F:29])[CH2:17][CH2:18][N:19]([C:22](=[O:23])[O:24][C:25]([CH3:26])([CH3:27])[CH3:28])[CH2:20][CH2:21]2)[cH:13]1. Reactants: C(C)(C)(C)NCC(=O)C1=CC(=C(C=C1)OC1=CC=C(C=C1)C)O (3-hydroxy-4-(p-toluyloxy)phenyl tert-butylaminomethyl ketone), C[O-].[Na+] (sodium methoxide), C1(=CC=CC=C1)[O-].[Na+] (sodium phenolate salt), C=1(C(=CC=CC1)Cl)C (o-toluyl chloride). Product: C(C)(C)(C)NCC(=O)C1=CC(=C(C=C1)OC1=CC=C(C=C1)C)OC1=C(C=CC=C1)C (3-(o-toluyloxy)-4-(p-toluyloxy)phenyl tert-butylaminomethyl ketone). RXN SMILES: [C:1]([NH:5][CH2:6][C:7]([C:9]1[CH:14]=[CH:13][C:12]([O:15][C:16]2[CH:21]=[CH:20][C:19]([CH3:22])=[CH:18][CH:17]=2)=[C:11]([OH:23])[CH:10]=1)=[O:8])([CH3:4])([CH3:3])[CH3:2].C[O-].[Na+].C1([O-])C=CC=CC=1.[Na+].[C:35]1([CH3:42])[C:36](Cl)=[CH:37][CH:38]=[CH:39][CH:40]=1>>[C:1]([NH:5][CH2:6][C:7]([C:9]1[CH:14]=[CH:13][C:12]([O:15][C:16]2[CH:21]=[CH:20][C:19]([CH3:22])=[CH:18][CH:17]=2)=[C:11]([O:23][C:40]2[CH:39]=[CH:38][CH:37]=[CH:36][C:35]=2[CH3:42])[CH:10]=1)=[O:8])([CH3:4])([CH3:3])[CH3:2] |f:1.2,3.4|. Procedure: Following a procedure similar to that described in Example 30A above, when 3-hydroxy-4-(p-toluyloxy)phenyl tert-butylaminomethyl ketone is interacted with one equivalent of sodium methoxide and the resulting sodium phenolate salt is reacted with o-toluyl chloride there is obtained 3-(o-toluyloxy)-4-(p-toluyloxy)phenyl tert-butylaminomethyl ketone which reacts with hydrochloric acid to yield the hydrochloride salt. When this hydrochloride is catalytically hydrogenated, using the procedure describ... Starting materials: C(C)C1=CC(=NN1)NC1=NC(=NC2=CC=CC=C12)C(=O)C1=CC=C(C=C1)F ((4-(5-ethyl-1H-pyrazol-3-ylamino)quinazolin-2-yl)(4-fluorophenyl)methanone), [BH4-].[Na+] (sodium borohydride), Cl (HCl). Solvent: CO.C1CCOC1 (MeOH THF). Reaction conditions: time 30 minute. The product is C(C)C1=CC(=NN1)NC1=NC(=NC2=CC=CC=C12)C(O)C1=CC=C(C=C1)F ((4-(5-ethyl-1H-pyrazol-3-ylamino)quinazolin-2-yl)(4-fluorophenyl)methanol). Isolated yield 6.9%. RXN SMILES: [CH2:1]([C:3]1[NH:7][N:6]=[C:5]([NH:8][C:9]2[C:18]3[C:13](=[CH:14][CH:15]=[CH:16][CH:17]=3)[N:12]=[C:11]([C:19]([C:21]3[CH:26]=[CH:25][C:24]([F:27])=[CH:23][CH:22]=3)=[O:20])[N:10]=2)[CH:4]=1)[CH3:2].[BH4-].[Na+].Cl>CO.C1COCC1>[CH2:1]([C:3]1[NH:7][N:6]=[C:5]([NH:8][C:9]2[C:18]3[C:13](=[CH:14][CH:15]=[CH:16][CH:17]=3)[N:12]=[C:11]([CH:19]([C:21]3[CH:22]=[CH:23][C:24]([F:27])=[CH:25][CH:26]=3)[OH:20])[N:10]=2)[CH:4]=1)[CH3:2] |f:1.2,4.5|. Procedure: To crude (4-(5-ethyl-1H-pyrazol-3-ylamino)quinazolin-2-yl)(4-fluorophenyl)methanone (104 mg, 0.28 mmol) in 1:1 MeOH/THF (4 mL) at rt was added sodium borohydride (22 mg, 0.57 mmol), and the solution was stirred for 30 min, after which 4N HCl (0.1 mL) was added. The mixture was concentrated to dryness, and the residue was purified by preparative HPLC (Varian diphenyl reverse phase column, eluting with a gradient of solvent B=0.05% HOAc/ACN and solvent A=0.05% HOAc/H2O) to afford (4-(5-ethyl-1H-py... The reactants are CCOc1ccc(Cc2ccc(COC(C)=O)c(Br)c2)cc1, C1CCOC1, CO, [Li+], [OH-], O, O. The product is CCOc1ccc(Cc2ccc(CO)c(Br)c2)cc1. RXN SMILES: [C:1](=[O:2])([CH3:3])[O:4][CH2:5][c:6]1[c:7]([Br:22])[cH:8][c:9]([CH2:12][c:13]2[cH:14][cH:15][c:16]([O:19][CH2:20][CH3:21])[cH:17][cH:18]2)[cH:10][cH:11]1.[CH2:26]1[O:27][CH2:28][CH2:29][CH2:30]1.[CH3:31][OH:32].[Li+:24].[OH-:23].[OH2:25].[OH2:33]>>[OH:4][CH2:5][c:6]1[c:7]([Br:22])[cH:8][c:9]([CH2:12][c:13]2[cH:14][cH:15][c:16]([O:19][CH2:20][CH3:21])[cH:17][cH:18]2)[cH:10][cH:11]1.